From a dataset of the Open Reaction Database (ORD), a public repository of structured organic reaction records. describe an organic reaction: reactants, conditions, products, and yield Reactants: [H][H] (hydrogen), N1C(=NC=2C=NC=CC21)C2(CC2)NC(OCC2=CC=CC=C2)=O (benzyl 1-(1H-imidazo[4,5-c]pyridin-2-yl)cyclopropylcarbamate), nylon. The reagents and catalysts are [Pd+2] (Palladium(II)). The solvent is CO (methanol). Conditions: time 8 hour. The product is N1C(=NC=2C=NC=CC21)C2(CC2)N (1-(1H-imidazo[4,5-c]pyridin-2-yl)cyclopropanamine). Isolated yield 120.5%. As a reaction SMILES: [NH:1]1[C:9]2[CH:8]=[CH:7][N:6]=[CH:5][C:4]=2[N:3]=[C:2]1[C:10]1([NH:13]C(=O)OCC2C=CC=CC=2)[CH2:12][CH2:11]1.[H][H]>CO.[Pd+2]>[NH:1]1[C:9]2[CH:8]=[CH:7][N:6]=[CH:5][C:4]=2[N:3]=[C:2]1[C:10]1([NH2:13])[CH2:11][CH2:12]1. Procedure details: To a small RBF was added benzyl 1-(1H-imidazo[4,5-c]pyridin-2-yl)cyclopropylcarbamate (939 mg, 3.05 mmol) in methanol (13 ml). The flask was sealed with a septa and the solution was degassed and flushed with nitrogen several times. To the solution was then added 10% Palladium(II) on carbon (97 mg, 91 μmol), and a balloon of hydrogen was added to the top of the flask. The mixture was stirred overnight at room temperature. The mixture was pushed through a plug of celite in a Whatman Autovial (equi...